This data is from the Open Reaction Database (ORD), a public repository of structured organic reaction records. The task is: describe an organic reaction: reactants, conditions, products, and yield Reactants: ClC1=CC=C2C=C(NC2=C1F)C(=O)O (6-chloro-7-fluoroindole-2-carboxylic acid). Solvent: C1(=CC=CC=C1)OC1=CC=CC=C1 (diphenyl ether). The product is ClC1=CC=C2C=CNC2=C1F (6-Chloro-7-fluoroindole). Isolated yield 62.6%. Reaction SMILES: [Cl:1][C:2]1[C:10]([F:11])=[C:9]2[C:5]([CH:6]=[C:7](C(O)=O)[NH:8]2)=[CH:4][CH:3]=1>C1(OC2C=CC=CC=2)C=CC=CC=1>[Cl:1][C:2]1[C:10]([F:11])=[C:9]2[C:5]([CH:6]=[CH:7][NH:8]2)=[CH:4][CH:3]=1. Reported procedure: A solution of 6-chloro-7-fluoroindole-2-carboxylic acid (2.1 g, 9.8 mmol) and diphenyl ether (30 mL) was heated under reflux for 4 h, cooled to room temperature and purified by column chromatography [SiO2; heptane-ethyl acetate (99:1 to 10:1)] to give the product (1.04 g, 63% yield) as a pale brown oil: IR νmax (Nujol)/cm−1 3460, 1573, 1490, 1446, 1201, 802 and 619; NMR δH (400 MHz, CDCl3) 6.44 (1H, brs) 7.04-7.09 (1H, m) 7.21-7.26 (1H, m) 7.30-7.34 (1H, m) and 8.40 (1H, brs). Procedure: To a solution of 3,4-difluorophenylacetic acid (10.24 g, 60.4 mmol) in tetrahydrofuran (200 mL) and dimethylformamide (5 drops) at room temperature was added in 1 mL portions oxalyl chloride (11 mL, 126 mmol). The reaction mixture was stirred 2 hours at room temperature and concentrated to an orange liquid that was used directly in the next step. As a reaction SMILES: [F:1][C:2]1[CH:3]=[C:4]([CH2:9][C:10]([OH:12])=O)[CH:5]=[CH:6][C:7]=1[F:8].C(Cl)(=O)C([Cl:16])=O>O1CCCC1.CN(C)C=O>[F:1][C:2]1[CH:3]=[C:4]([CH2:9][C:10]([Cl:16])=[O:12])[CH:5]=[CH:6][C:7]=1[F:8]. Reaction conditions: time 2 hour. Yields the product FC=1C=C(C=CC1F)CC(=O)Cl (3,4-Difluorophenylacetyl chloride). Run in O1CCCC1 (tetrahydrofuran). Starting materials: FC=1C=C(C=CC1F)CC(=O)O (3,4-difluorophenylacetic acid), C(C(=O)Cl)(=O)Cl (oxalyl chloride). Reagents/catalysts: CN(C=O)C (dimethylformamide).